From a dataset of the Open Reaction Database (ORD), a public repository of structured organic reaction records. describe an organic reaction: reactants, conditions, products, and yield Starting materials: CC(=O)Cl, CCOCC, ClCCl, COc1cccc(C(=O)c2[nH]c3cc(Cl)ccc3c2N)c1, O, c1ccncc1. Yields the product COc1cccc(C(=O)c2[nH]c3cc(Cl)ccc3c2NC(C)=O)c1. Reaction SMILES: [CH3:28][C:29]([Cl:30])=[O:31].[CH3:36][CH2:37][O:38][CH2:39][CH3:40].[Cl:33][CH2:34][Cl:35].[NH2:1][c:2]1[c:3]([C:12]([c:13]2[cH:14][c:15]([O:19][CH3:20])[cH:16][cH:17][cH:18]2)=[O:21])[nH:4][c:5]2[cH:6][c:7]([Cl:11])[cH:8][cH:9][c:10]12.[OH2:32].[cH:22]1[cH:23][cH:24][n:25][cH:26][cH:27]1>>[NH:1]([c:2]1[c:3]([C:12]([c:13]2[cH:14][c:15]([O:19][CH3:20])[cH:16][cH:17][cH:18]2)=[O:21])[nH:4][c:5]2[cH:6][c:7]([Cl:11])[cH:8][cH:9][c:10]12)[C:29]([CH3:28])=[O:31]. Reactants: Cn1cc(-c2ccncc2)c(-c2ccc(OCc3ccccc3)cc2)n1, CCO, [OH-], [OH-], [Pd+2]. Yields the product Cn1cc(-c2ccncc2)c(-c2ccc(O)cc2)n1. Reaction SMILES: [CH2:1]([c:2]1[cH:3][cH:4][cH:5][cH:6][cH:7]1)[O:8][c:9]1[cH:10][cH:11][c:12](-[c:15]2[n:16][n:17]([CH3:26])[cH:18][c:19]2-[c:20]2[cH:21][cH:22][n:23][cH:24][cH:25]2)[cH:13][cH:14]1.[CH3:27][CH2:28][OH:29].[OH-:30].[OH-:32].[Pd+2:31]>>[OH:8][c:9]1[cH:10][cH:11][c:12](-[c:15]2[n:16][n:17]([CH3:26])[cH:18][c:19]2-[c:20]2[cH:21][cH:22][n:23][cH:24][cH:25]2)[cH:13][cH:14]1. The reactants are CC(=O)Nc1ccc2c(c1)nc(C(C)(C)C)n2CC1CCCCC1, C1CCOC1, [H-], CI, [Na+]. The product is CC(=O)N(C)c1ccc2c(c1)nc(C(C)(C)C)n2CC1CCCCC1. RXN SMILES: [C:3]([CH3:4])([CH3:5])([CH3:6])[c:7]1[n:8][c:9]2[c:10]([n:11]1[CH2:12][CH:13]1[CH2:14][CH2:15][CH2:16][CH2:17][CH2:18]1)[cH:19][cH:20][c:21]([NH:23][C:24]([CH3:25])=[O:26])[cH:22]2.[CH2:29]1[O:30][CH2:31][CH2:32][CH2:33]1.[H-:1].[I:27][CH3:28].[Na+:2]>>[C:3]([CH3:4])([CH3:5])([CH3:6])[c:7]1[n:8][c:9]2[c:10]([n:11]1[CH2:12][CH:13]1[CH2:14][CH2:15][CH2:16][CH2:17][CH2:18]1)[cH:19][cH:20][c:21]([N:23]([C:24]([CH3:25])=[O:26])[CH3:28])[cH:22]2.